This data is from the Open Reaction Database (ORD), a public repository of structured organic reaction records. The task is: describe an organic reaction: reactants, conditions, products, and yield The reactants are COc1ccc(C2(O)OCN(C(=O)OCc3ccccc3)C2C)cc1, Cc1ccccc1, Cl, C1CCOC1, O. Product: COc1ccc(C(=O)C(C)NC(=O)OCc2ccccc2)cc1. As a reaction SMILES: [CH2:1]([c:2]1[cH:3][cH:4][cH:5][cH:6][cH:7]1)[O:8][C:9](=[O:10])[N:11]1[CH:15]([CH3:16])[C:14]([OH:12])([c:18]2[cH:19][cH:20][c:21]([O:24][CH3:25])[cH:22][cH:23]2)[O:13][CH2:17]1.[CH3:33][c:34]1[cH:35][cH:36][cH:37][cH:38][cH:39]1.[ClH:27].[O:28]1[CH2:29][CH2:30][CH2:31][CH2:32]1.[OH2:26]>>[CH2:1]([c:2]1[cH:3][cH:4][cH:5][cH:6][cH:7]1)[O:8][C:9](=[O:10])[NH:11][CH:15]([C:14](=[O:13])[c:18]1[cH:19][cH:20][c:21]([O:24][CH3:25])[cH:22][cH:23]1)[CH3:16]. Product: COCCN1C(C(=C(C1=O)C1=CC=CC=C1)NC1=CC=C(C=C1)NC(C)=O)=O (N-(4-{[2,5-Dihydro-1-(2-methoxyethyl)-2,5-dioxo-4-phenyl-1H-pyrrol-3-yl]amino}phenyl)-acetamide). Procedure details: 3-Chloro-1-(2-methoxyethyl)-4-phenyl-1H-pyrrole-2,5-dione (0.26 mmol, 70 mg) and 4-aminoacetanilide (0.53 mmol, 79 mg) was dissolved in dry CH3CN (2 mL) and the reaction mixture was subjected twice to microwave heating single node 140° C. for 10 min. 0.3 mL Water was added and the reaction mixture was purified using HPLC (57% 0.1M ammonium acetate buffer: 43% CH3CN→100% CH3CN, 20 mL/min) to give 45 mg (45%) of the title compound. 1H NMR (400 MHz, CD3CN) δ 8.17 (bs, 1H), 7.78 (bs, 1H), 7.24-7.09 ... Solvent: CC#N (CH3CN). As a reaction SMILES: Cl[C:2]1[C:3](=[O:18])[N:4]([CH2:14][CH2:15][O:16][CH3:17])[C:5](=[O:13])[C:6]=1[C:7]1[CH:12]=[CH:11][CH:10]=[CH:9][CH:8]=1.[CH3:19][C:20]([NH:22][C:23]1[CH:28]=[CH:27][C:26]([NH2:29])=[CH:25][CH:24]=1)=[O:21].O>CC#N>[CH3:17][O:16][CH2:15][CH2:14][N:4]1[C:5](=[O:13])[C:6]([C:7]2[CH:12]=[CH:11][CH:10]=[CH:9][CH:8]=2)=[C:2]([NH:29][C:26]2[CH:25]=[CH:24][C:23]([NH:22][C:20](=[O:21])[CH3:19])=[CH:28][CH:27]=2)[C:3]1=[O:18]. Reaction conditions: temperature 140 celsius. Isolated yield 45.6%. Starting materials: ClC=1C(N(C(C1C1=CC=CC=C1)=O)CCOC)=O (3-Chloro-1-(2-methoxyethyl)-4-phenyl-1H-pyrrole-2,5-dione), CC(=O)NC1=CC=C(C=C1)N (4-aminoacetanilide), O (Water). Starting materials: C(C)OC(C(C)(O)C1=CC=C(C=C1)Cl)=O (2-(4-chlorophenyl)-2-hydroxy propionic acid ethyl ester), [OH-].[Li+] (lithiumhydroxide). The solvent is O (water), O (water), O1CCCC1 (tetrahydrofurane). The product is ClC1=CC=C(C=C1)C(C(=O)O)(C)O (2-(4-chlorophenyl)-2-hydroxy propionic acid). Reaction SMILES: C([O:3][C:4](=[O:15])[C:5]([C:8]1[CH:13]=[CH:12][C:11]([Cl:14])=[CH:10][CH:9]=1)([OH:7])[CH3:6])C.[OH-].[Li+]>O1CCCC1.O>[Cl:14][C:11]1[CH:10]=[CH:9][C:8]([C:5]([OH:7])([CH3:6])[C:4]([OH:15])=[O:3])=[CH:13][CH:12]=1 |f:1.2|. Procedure details: A solution of 5.72 g of the 2-(4-chlorophenyl)-2-hydroxy propionic acid ethyl ester in 170 ml tetrahydrofurane is hydroysed at 0° C. with a solution of 30.5 ml 1N lithiumhydroxide in 19 ml water. When the reaction is complete, the reaction mixture is diluted with water, washed with diethyl ether, acidified with 1N HCl and extracted with ethyl acetate. The extracts are washed with brine, dried over sodium sulfate and evaporated to give 2-(4-chlorophenyl)-2-hydroxy propionic acid. Yields the product monohydrate, Cl.Cl.C(N)(=N)C1=NC=CC(=C1)C1=CC(=NC=C1)C(N)=N (2,2'-diamidino-4,4'-bipyridine Dihydrochloride). Procedure details: 0.028 g (0.0012 g-atom) of sodium is dissolved under nitrogen in 15 ml of absolute methanol. 2.5 g (0.0124 mol) of 2,2'-dicyano-4,4'-bipyridine [Experientia 30, 843 (1974)] are added to this solution and the resulting mixture is stirred for 2 days at room temperature. After the addition of 1.53 g (0.0286 mol) of ammonium chloride, 10 ml of absolute methanol and 20 ml of saturated ethanolic ammonia solution, the reaction mixture is heated for 1 hour at approximately 70° and then left to stand ove... The solvent is CO (methanol), CO (methanol). Reaction conditions: time 2 day. Reactants: [Na] (sodium), [Cl-].[NH4+] (ammonium chloride), N (ammonia), C(#N)C1=NC=CC(=C1)C1=CC(=NC=C1)C#N (2,2'-dicyano-4,4'-bipyridine). Reaction SMILES: [Na].[C:2]([C:4]1[CH:9]=[C:8]([C:10]2[CH:15]=[CH:14][N:13]=[C:12]([C:16]#[N:17])[CH:11]=2)[CH:7]=[CH:6][N:5]=1)#[N:3].[Cl-:18].[NH4+:19].[NH3:20]>CO>[ClH:18].[ClH:18].[C:16]([C:12]1[CH:11]=[C:10]([C:8]2[CH:7]=[CH:6][N:5]=[C:4]([C:2](=[NH:20])[NH2:3])[CH:9]=2)[CH:15]=[CH:14][N:13]=1)(=[NH:19])[NH2:17] |f:2.3,6.7.8,^1:0|. Reactants: CN1CCN(CCC1)C=1C(=NC2=CC=C(C=C2N1)C(=O)OC)C1=CC=CC=C1 (methyl 3-(4-methyl-1,4-diazepan-1-yl)-2-phenylquinoxaline-6-carboxylate), [OH-].[Na+] (sodium hydroxide), Cl (hydrogen chloride). Solvent: CO (methanol), O (water). Reaction conditions: temperature 50 celsius, time 8 hour. Yields the product CN1CCN(CCC1)C=1C(=NC2=CC=C(C=C2N1)C(=O)O)C1=CC=CC=C1 (3-(4-Methyl-1,4-diazepan-1-yl)-2-phenylquinoxaline-6-carboxylic acid). RXN SMILES: [CH3:1][N:2]1[CH2:8][CH2:7][CH2:6][N:5]([C:9]2[C:10]([C:23]3[CH:28]=[CH:27][CH:26]=[CH:25][CH:24]=3)=[N:11][C:12]3[C:17]([N:18]=2)=[CH:16][C:15]([C:19]([O:21]C)=[O:20])=[CH:14][CH:13]=3)[CH2:4][CH2:3]1.[OH-].[Na+].Cl>CO.O>[CH3:1][N:2]1[CH2:8][CH2:7][CH2:6][N:5]([C:9]2[C:10]([C:23]3[CH:28]=[CH:27][CH:26]=[CH:25][CH:24]=3)=[N:11][C:12]3[C:17]([N:18]=2)=[CH:16][C:15]([C:19]([OH:21])=[O:20])=[CH:14][CH:13]=3)[CH2:4][CH2:3]1 |f:1.2|. Procedure: Into a 50-mL round-bottom flask, was placed a solution of methyl 3-(4-methyl-1,4-diazepan-1-yl)-2-phenylquinoxaline-6-carboxylate (126.6 mg, 0.34 mmol, 1.00 equiv) in methanol (12 mL), a solution of sodium hydroxide (72.6 mg, 1.81 mmol, 5.00 equiv) in water (2.5 mL). The resulting solution was stirred overnight at 50° C. in an oil bath. The pH value of the solution was adjusted to 3-4 with 1N hydrogen chloride. The resulting mixture was concentrated under vacuum. The resulting mixture was sent f... The reactants are CC[Si](CC)(CC)C(F)(F)F, CN1CCCC1=O, ClCCl, [Cu]I, [F-], CC1(C)C(=O)NC(=O)N1CCNc1nccc(-c2sccc2I)n1, [K+], CN(C)C=O. The product is CC1(C)C(=O)NC(=O)N1CCNc1nccc(-c2sccc2C(F)(F)F)n1. RXN SMILES: [CH2:27]([Si:28]([CH2:29][CH3:34])([C:30]([F:31])([F:32])[F:33])[CH2:35][CH3:36])[CH3:37].[CH3:48][N:49]1[CH2:50][CH2:51][CH2:52][C:53]1=[O:54].[Cl:43][CH2:44][Cl:45].[Cu:46][I:47].[F-:25].[I:1][c:2]1[c:3](-[c:7]2[n:8][c:9]([NH:13][CH2:14][CH2:15][N:16]3[C:17](=[O:24])[NH:18][C:19](=[O:23])[C:20]3([CH3:21])[CH3:22])[n:10][cH:11][cH:12]2)[s:4][cH:5][cH:6]1.[K+:26].[O:38]=[CH:39][N:40]([CH3:41])[CH3:42]>>[c:2]1([C:30]([F:31])([F:32])[F:33])[c:3](-[c:7]2[n:8][c:9]([NH:13][CH2:14][CH2:15][N:16]3[C:17](=[O:24])[NH:18][C:19](=[O:23])[C:20]3([CH3:21])[CH3:22])[n:10][cH:11][cH:12]2)[s:4][cH:5][cH:6]1. Starting materials: C#CCCC(=O)O, CNc1ccccc1, CCN=C=NCCCN(C)C, ClCCl, Cl, On1nnc2ccccc21. The product is C#CCCC(=O)N(C)c1ccccc1. As a reaction SMILES: [C:9]([CH2:10][CH2:11][C:12]#[CH:13])(=[O:14])[OH:15].[CH3:1][NH:2][c:3]1[cH:4][cH:5][cH:6][cH:7][cH:8]1.[CH3:26][CH2:27][N:28]=[C:29]=[N:30][CH2:31][CH2:32][CH2:33][N:34]([CH3:35])[CH3:36].[Cl:38][CH2:39][Cl:40].[ClH:37].[OH:16][n:17]1[c:18]2[c:19]([cH:20][cH:21][cH:22][cH:23]2)[n:24][n:25]1>>[CH3:1][N:2]([c:3]1[cH:4][cH:5][cH:6][cH:7][cH:8]1)[C:9]([CH2:10][CH2:11][C:12]#[CH:13])=[O:14].